This data is from the Open Reaction Database (ORD), a public repository of structured organic reaction records. The task is: describe an organic reaction: reactants, conditions, products, and yield Starting materials: C1(CC1)C1=CN=C(C(=N1)C(=O)NC1=C(N(N=C1)C)C(=O)O)NC=1C=NC=NC1 (4-{[6-Cyclopropyl-3-(pyrimidin-5-ylamino)-pyrazine-2-carbonyl]-amino}-2-methyl-2H-pyrazole-3-carboxylic acid), O1[C@H](CCC1)CN ((R)-(tetrahydrofuran-2-yl)methanamine). Yields the product CN1N=CC(=C1C(NC[C@@H]1OCCC1)=O)NC(=O)C1=NC(=CN=C1NC=1C=NC=NC1)C1CC1 (6-Cyclopropyl-3-(pyrimidin-5-ylamino)-pyrazine-2-carboxylic acid (1-methyl-5-{[(R)-1-(tetrahydro-furan-2-yl)methyl]-carbamoyl}-1H-pyrazol-4-yl)-amide). Reaction SMILES: [CH:1]1([C:4]2[N:9]=[C:8]([C:10]([NH:12][C:13]3[CH:17]=[N:16][N:15]([CH3:18])[C:14]=3[C:19]([OH:21])=O)=[O:11])[C:7]([NH:22][C:23]3[CH:24]=[N:25][CH:26]=[N:27][CH:28]=3)=[N:6][CH:5]=2)[CH2:3][CH2:2]1.[O:29]1[CH2:33][CH2:32][CH2:31][C@@H:30]1[CH2:34][NH2:35]>>[CH3:18][N:15]1[C:14]([C:19](=[O:21])[NH:35][CH2:34][C@H:30]2[CH2:31][CH2:32][CH2:33][O:29]2)=[C:13]([NH:12][C:10]([C:8]2[C:7]([NH:22][C:23]3[CH:24]=[N:25][CH:26]=[N:27][CH:28]=3)=[N:6][CH:5]=[C:4]([CH:1]3[CH2:3][CH2:2]3)[N:9]=2)=[O:11])[CH:17]=[N:16]1. Procedure: The product was obtained starting from 4-{[6-cyclopropyl-3-(pyrimidin-5-ylamino)-pyrazine-2-carbonyl]-amino}-2-methyl-2H-pyrazole-3-carboxylic acid (30 mg, 79 μmol; example 236, step 3) and (R)-(tetrahydrofuran-2-yl)methanamine (15 μl, 142 μmol) according to the method described in example 64, step 6 after purification by preparative HPLC using an acetonitrile/water gradient as yellow solid (35 mg, 96%). Starting materials: ClC=1C=CC(=C(CN2C3=C(NCC2)N=CC(=C3)C3=CC=C(C(=O)O)C=C3)C1)C(F)(F)F (4-{1-[5-chloro-2-(trifluoromethyl)benzyl]-1,2,3,4-tetrahydropyrido[2,3-b]pyrazin-7-yl}benzoic acid), COC1=CC=C(C=C1)N1CCNCC1 (1-(4-methoxyphenyl)piperazine). The product is ClC=1C=CC(=C(CN2C3=C(NCC2)N=CC(=C3)C3=CC=C(C=C3)C(=O)N3CCN(CC3)C3=CC=C(C=C3)OC)C1)C(F)(F)F ((4-{1-[5-Chloro-2-(trifluoromethyl)benzyl]-1,2,3,4-tetrahydropyrido[2,3-b]pyrazin-7-yl}phenyl)-[4-(4-methoxyphenyl)piperazin-1-yl]methanone). As a reaction SMILES: [Cl:1][C:2]1[CH:3]=[CH:4][C:5]([C:28]([F:31])([F:30])[F:29])=[C:6]([CH:27]=1)[CH2:7][N:8]1[CH2:13][CH2:12][NH:11][C:10]2[N:14]=[CH:15][C:16]([C:18]3[CH:26]=[CH:25][C:21]([C:22]([OH:24])=O)=[CH:20][CH:19]=3)=[CH:17][C:9]1=2.[CH3:32][O:33][C:34]1[CH:39]=[CH:38][C:37]([N:40]2[CH2:45][CH2:44][NH:43][CH2:42][CH2:41]2)=[CH:36][CH:35]=1>>[Cl:1][C:2]1[CH:3]=[CH:4][C:5]([C:28]([F:31])([F:30])[F:29])=[C:6]([CH:27]=1)[CH2:7][N:8]1[CH2:13][CH2:12][NH:11][C:10]2[N:14]=[CH:15][C:16]([C:18]3[CH:19]=[CH:20][C:21]([C:22]([N:43]4[CH2:42][CH2:41][N:40]([C:37]5[CH:36]=[CH:35][C:34]([O:33][CH3:32])=[CH:39][CH:38]=5)[CH2:45][CH2:44]4)=[O:24])=[CH:25][CH:26]=3)=[CH:17][C:9]1=2. Procedure: 4-{1-[5-chloro-2-(trifluoromethyl)benzyl]-1,2,3,4-tetrahydropyrido[2,3-b]pyrazin-7-yl}benzoic acid was reacted with 1-(4-methoxyphenyl)piperazine as in General Procedure 10 to give the title compound. LCMS: m/z=622.01 (M+H+); retention time=0.92 minutes.